From a dataset of the Open Reaction Database (ORD), a public repository of structured organic reaction records. describe an organic reaction: reactants, conditions, products, and yield RXN SMILES: [CH3:1][C:2]([C:5]1[CH:6]=[C:7]([S:16][CH2:17][CH2:18][C:19](=[O:23])[CH:20]([CH3:22])[CH3:21])[CH:8]=[C:9]([C:12]([CH3:15])([CH3:14])[CH3:13])[C:10]=1[OH:11])([CH3:4])[CH3:3].[CH3:24][Li].Cl>O1CCCC1>[CH3:4][C:2]([C:5]1[CH:6]=[C:7]([S:16][CH2:17][CH2:18][C:19]([OH:23])([CH3:24])[CH:20]([CH3:21])[CH3:22])[CH:8]=[C:9]([C:12]([CH3:13])([CH3:14])[CH3:15])[C:10]=1[OH:11])([CH3:1])[CH3:3]. Procedure: 40 ml of tetrahydrofuran was added to a flask that had been dried overnight at 100° C. in vacuo and 4.5 g (0.0134 mole) of the ketone of Example 12 was added. All processes were done under an argon atmosphere. The solution was cooled to about -50° C. in a dry ice/acetone bath and 19.16 ml (0.0268 mole) of 1.4M methyl lithium in tetrahydrofuran was added dropwise maintaining the temperature to about -60° C. to -50° C. When addition was complete, the reaction mixture was warmed to about 0° C. and ... Starting materials: CC(C)(C)C=1C=C(C=C(C1O)C(C)(C)C)SCCC(C(C)C)=O (1-[[3,5-bis(1,1-dimethylethyl)-4-hydroxyphenyl]thio]-4-methyl-3-pentanone), C[Li] (methyl lithium), Cl (hydrochloric acid). The product is CC(C)(C)C1=C(C(=CC(=C1)SCCC(C(C)C)(C)O)C(C)(C)C)O (2,6-bis(1,1-dimethylethyl)-4-[(3-hydroxy-3,4-dimethylpentyl)thio]phenol). Solvent: O1CCCC1 (tetrahydrofuran), O1CCCC1 (tetrahydrofuran). Conditions: temperature -50 celsius. Reactants: N([C@@H](CC(N)=O)C(=O)N[C@@H]([C@H](OCC1=CC=CC=C1)C)C(=O)NCC(=O)N[C@@H](COCC1=CC=CC=C1)C(=O)NCC(=O)N[C@@H]([C@H](OCC1=CC=CC=C1)C)C(=O)N1[C@H](C(=O)N)CCC1)C(=O)OC(C)(C)C (Boc-Asn-Thr(Bzl)-Gly-Ser(Bzl)-Gly-Thr(Bzl)-Pro-NH2), N([C@@H]([C@H](OCC1=CC=CC=C1)C)C(=O)ON1C(=O)CCC1=O)C(=O)OC(C)(C)C (Boc-Thr(Bzl)-OSu). Product: N([C@@H]([C@H](OCC1=CC=CC=C1)C)C(=O)N[C@@H](CC(N)=O)C(=O)N[C@@H]([C@H](OCC1=CC=CC=C1)C)C(=O)NCC(=O)N[C@@H](COCC1=CC=CC=C1)C(=O)NCC(=O)N[C@@H]([C@H](OCC1=CC=CC=C1)C)C(=O)N1[C@H](C(=O)N)CCC1)C(=O)OC(C)(C)C (Boc-Thr(Bzl)-Asn-Thr(Bzl)-Gly-Ser(Bzl)-Gly-Thr(Bzl)-Pro-NH2). Yield: 93.6%. Reaction SMILES: [NH:1](C(OC(C)(C)C)=O)[C@H:2]([C:7]([NH:9][C@H:10]([C:21]([NH:23][CH2:24][C:25]([NH:27][C@H:28]([C:38]([NH:40][CH2:41][C:42]([NH:44][C@H:45]([C:56]([N:58]1[CH2:65][CH2:64][CH2:63][C@H:59]1[C:60]([NH2:62])=[O:61])=[O:57])[C@@H:46]([CH3:55])[O:47][CH2:48][C:49]1[CH:54]=[CH:53][CH:52]=[CH:51][CH:50]=1)=[O:43])=[O:39])[CH2:29][O:30][CH2:31][C:32]1[CH:37]=[CH:36][CH:35]=[CH:34][CH:33]=1)=[O:26])=[O:22])[C@@H:11]([CH3:20])[O:12][CH2:13][C:14]1[CH:19]=[CH:18][CH:17]=[CH:16][CH:15]=1)=[O:8])[CH2:3][C:4](=[O:6])[NH2:5].[NH:73]([C:95]([O:97][C:98]([CH3:101])([CH3:100])[CH3:99])=[O:96])[C@H:74]([C:85]([O:87]N1C(=O)CCC1=O)=O)[C@@H:75]([CH3:84])[O:76][CH2:77][C:78]1[CH:83]=[CH:82][CH:81]=[CH:80][CH:79]=1>>[NH:73]([C:95]([O:97][C:98]([CH3:99])([CH3:100])[CH3:101])=[O:96])[C@H:74]([C:85]([NH:1][C@H:2]([C:7]([NH:9][C@H:10]([C:21]([NH:23][CH2:24][C:25]([NH:27][C@H:28]([C:38]([NH:40][CH2:41][C:42]([NH:44][C@H:45]([C:56]([N:58]1[CH2:65][CH2:64][CH2:63][C@H:59]1[C:60]([NH2:62])=[O:61])=[O:57])[C@@H:46]([CH3:55])[O:47][CH2:48][C:49]1[CH:50]=[CH:51][CH:52]=[CH:53][CH:54]=1)=[O:43])=[O:39])[CH2:29][O:30][CH2:31][C:32]1[CH:33]=[CH:34][CH:35]=[CH:36][CH:37]=1)=[O:26])=[O:22])[C@@H:11]([CH3:20])[O:12][CH2:13][C:14]1[CH:15]=[CH:16][CH:17]=[CH:18][CH:19]=1)=[O:8])[CH2:3][C:4](=[O:6])[NH2:5])=[O:87])[C@@H:75]([CH3:84])[O:76][CH2:77][C:78]1[CH:79]=[CH:80][CH:81]=[CH:82][CH:83]=1. Procedure details: By using 21.00 g of Boc-Asn-Thr(Bzl)-Gly-Ser(Bzl)-Gly-Thr(Bzl)-Pro-NH2 and 9.37 g of Boc-Thr(Bzl)-OSu, and the same procedure as in Reference Example 18 was repeated to obtain 23.4 g (yield: 93.6%) of the above-mentioned objective product. Melting point: 110-113° C.